From a dataset of the Open Reaction Database (ORD), a public repository of structured organic reaction records. describe an organic reaction: reactants, conditions, products, and yield Reactants: NC1=NC(=NC(=N1)N)S (2,4-diamino-6-mercapto-1,3,5-triazine), C([O-])([O-])=O.[K+].[K+] (potassium carbonate), CN(C=O)C (N,N-dimethylformamide), ClC(F)F (chlorodifluoromethane). Solvent: O (water). Product: NC1=NC(=NC(=N1)N)SC(F)F (2,4-diamino-6-difluoromethylthio-1,3,5-triazine). Reaction SMILES: [NH2:1][C:2]1[N:7]=[C:6]([NH2:8])[N:5]=[C:4]([SH:9])[N:3]=1.C(=O)([O-])[O-].[K+].[K+].CN(C)C=O.Cl[CH:22]([F:24])[F:23]>O>[NH2:1][C:2]1[N:7]=[C:6]([NH2:8])[N:5]=[C:4]([S:9][CH:22]([F:24])[F:23])[N:3]=1 |f:1.2.3|. Reported procedure: To a mixture of 2.8 g of 2,4-diamino-6-mercapto-1,3,5-triazine, 5.5 g of potassium carbonate, and 20 ml of N,N-dimethylformamide is added and chlorodifluoromethane gas is aspirated at a temperature of 55°~65° C. for 2 hours in a 100 ml three-necked flask. After cooling, the mixture is mixed with water and extracted with ethyl acetate. The extract is evaported, and the resulting residue is purified by silica-gel chromatography to produce 0.8 g of 2,4-diamino-6-difluoromethylthio-1,3,5-triazine. Starting materials: BrC1=NC(=CC(=C1)S(=O)(=O)C1=CC=C(C=C1)N)N1CCCC1 (4-(2-bromo-6-pyrrolidine-1-yl-pyridine-4-sulfonyl)-phenylamine), C(CCC)[Sn](C1=CCCCC1)(CCCC)CCCC (tributyl-cyclohex-1-enyl stannane). Reagents/catalysts: C1=CC=C(C=C1)P(C2=CC=CC=C2)C3=CC=CC=C3.C1=CC=C(C=C1)P(C2=CC=CC=C2)C3=CC=CC=C3.Cl[Pd]Cl (bis(triphenylphosphine)-palladium(II)-chloride). Run in CN(C=O)C (dimethylformamide). Reaction conditions: temperature 80 celsius, time 3 hour. Product: C1(=CCCCC1)C1=NC(=CC(=C1)S(=O)(=O)C1=CC=C(C=C1)N)N1CCCC1 (4-(2-cyclohex-1-enyl-6-pyrrolidine-1-yl-pyridine-4-sulfonyl)-phenylamine). The yield is 49.8%. Reaction SMILES: Br[C:2]1[CH:7]=[C:6]([S:8]([C:11]2[CH:16]=[CH:15][C:14]([NH2:17])=[CH:13][CH:12]=2)(=[O:10])=[O:9])[CH:5]=[C:4]([N:18]2[CH2:22][CH2:21][CH2:20][CH2:19]2)[N:3]=1.C([Sn](CCCC)(CCCC)[C:28]1[CH2:33][CH2:32][CH2:31][CH2:30][CH:29]=1)CCC>CN(C)C=O.C1C=CC(P(C2C=CC=CC=2)C2C=CC=CC=2)=CC=1.C1C=CC(P(C2C=CC=CC=2)C2C=CC=CC=2)=CC=1.Cl[Pd]Cl>[C:28]1([C:2]2[CH:7]=[C:6]([S:8]([C:11]3[CH:16]=[CH:15][C:14]([NH2:17])=[CH:13][CH:12]=3)(=[O:10])=[O:9])[CH:5]=[C:4]([N:18]3[CH2:22][CH2:21][CH2:20][CH2:19]3)[N:3]=2)[CH2:33][CH2:32][CH2:31][CH2:30][CH:29]=1 |f:3.4.5|. Procedure details: A mixture of 382 mg (1 mmole) 4-(2-bromo-6-pyrrolidine-1-yl-pyridine-4-sulfonyl)-phenylamine, 371 mg (1 mmole) tributyl-cyclohex-1-enyl stannane, and 70 mg bis(triphenylphosphine)-palladium(II)-chloride in 20 ml dimethylformamide is stirred for 3 hours at 80° C. The solvent is removed and the residue is diluted with dichloromethane. The dichloromethane solution is washed twice with saturated aqueous potassium fluoride, dried over magnesiumsulfate and concentrated in vacuo. Flash chromatography o... Reactants: BrCCCc1ccccc1, CS(C)=O, N#CCc1ccc(Cl)cc1, [Na+], [OH-], O. Yields the product N#CC(CCCc1ccccc1)c1ccc(Cl)cc1. RXN SMILES: [Br:17][CH2:18][CH2:19][CH2:20][c:21]1[cH:22][cH:23][cH:24][cH:25][cH:26]1.[CH3:3][S:4]([CH3:5])=[O:6].[Cl:7][c:8]1[cH:9][cH:10][c:11]([CH2:12][C:13]#[N:14])[cH:15][cH:16]1.[Na+:2].[OH-:1].[OH2:27]>>[Cl:7][c:8]1[cH:9][cH:10][c:11]([CH:12]([C:13]#[N:14])[CH2:18][CH2:19][CH2:20][c:21]2[cH:22][cH:23][cH:24][cH:25][cH:26]2)[cH:15][cH:16]1. The reactants are C1(CCC(=O)O1)=O (Succinic anhydride), C1(=CC=CC=C1)C(=O)C(O)C1=CC=CC=C1 (benzoin), N1=CC=CC=C1 (pyridine). Product: C1(=CC=CC=C1)C=1N=C(OC1C1=CC=CC=C1)CCC(=O)O (β-(4,5-diphenyloxazol-2-yl)propionic acid). Isolated yield 67.0%. As a reaction SMILES: [C:1]1(=[O:7])[O:6][C:4](=[O:5])[CH2:3][CH2:2]1.[C:8]1([C:14]([CH:16]([C:18]2[CH:23]=[CH:22][CH:21]=[CH:20][CH:19]=2)O)=O)[CH:13]=[CH:12][CH:11]=[CH:10][CH:9]=1.[N:24]1C=CC=CC=1>>[C:8]1([C:14]2[N:24]=[C:1]([CH2:2][CH2:3][C:4]([OH:6])=[O:5])[O:7][C:16]=2[C:18]2[CH:23]=[CH:22][CH:21]=[CH:20][CH:19]=2)[CH:13]=[CH:12][CH:11]=[CH:10][CH:9]=1. Procedure: A 5 liter flask was set up and equipped with stirrer, thermometer, reflux condenser and nitrogen inlet. Succinic anhydride (373 grams), benzoin (531 grams) and pyridine (300 milliliters; 296 grams) were introduced. The flask was purged with nitrogen and the reaction mixture heated to 90°-95° C. The mixture was stirred for one and a half hours at this temperature. Glacial acetic acid (1300 milliliters) and ammonium acetate (385 grams) were added to the reaction mixture and the mixture reheated to... The reactants are [H-].[H-].[H-].[H-].[Li+].[Al+3] (LAH), C(C1=CC=CC=C1)N1C(C2C(CC1=O)CNC2)=O (5-benzyl-4,6-dioxooctahydropyrrolo[3.4-c]pyridine). Run in CCOCC (ether), C(Cl)Cl (methylene chloride). Run at temperature 10 celsius. Yields the product C(C1=CC=CC=C1)N1CC2C(CC1)CNC2 (5-benzyl-octahydropyrrolo[3.4-c]pyridine). The yield is 81.4%. As a reaction SMILES: [H-].[H-].[H-].[H-].[Li+].[Al+3].[CH2:7]([N:14]1[C:19](=O)[CH2:18][CH:17]2[CH2:21][NH:22][CH2:23][CH:16]2[C:15]1=O)[C:8]1[CH:13]=[CH:12][CH:11]=[CH:10][CH:9]=1>CCOCC.C(Cl)Cl>[CH2:7]([N:14]1[CH2:19][CH2:18][CH:17]2[CH2:21][NH:22][CH2:23][CH:16]2[CH2:15]1)[C:8]1[CH:13]=[CH:12][CH:11]=[CH:10][CH:9]=1 |f:0.1.2.3.4.5|. Procedure details: A suspension of 266 mg of LAH in 10 mL of ether was stirred at 10° C. under N2. To this suspension was added 540 mg of the compound from step 457d dissolved in 10 mL of methylene chloride. The mixture was stirred under N2 for 1.5 hours. The reaction was quenched by the sequential dropwise addition of 0.3 mL water, 0.3 mL of 15% NaOH and 0.6 mL of water, then the mixture was stirred for 1 hour and filtered. The filtrate was dried and concentrated to give 389 mg of the title compound. Starting materials: CC(C)NC(=O)NS(=O)(=O)C=1C(=NC(=NC1)S(=O)C)NC1=CC(=CC=C1)C (N-[[(1-Methylethyl)amino]carbonyl]-4-[(3-methylphenyl)amino]-2-(methylsulfinyl)-5-pyrimidinesulfonamide), C(C)(=O)O (acetic acid), CN (methylamine), [OH-].[Na+] (sodium hydroxide). Run in O (water), O (water), C(C)O (ethanol). Run at temperature 45 celsius, time 5 hour. The product is CNC1=NC=C(C(=N1)NC1=CC(=CC=C1)C)S(=O)(=O)NC(=O)NC(C)C (2-(Methylamino)-N-[[(1-methylethyl)amino]carbonyl]-4-[(3-methylphenyl)amino]-5-pyrimidinesulfonamide). The yield is 88.0%. As a reaction SMILES: [CH3:1][CH:2]([NH:4][C:5]([NH:7][S:8]([C:11]1[C:12]([NH:20][C:21]2[CH:26]=[CH:25][CH:24]=[C:23]([CH3:27])[CH:22]=2)=[N:13][C:14](S(C)=O)=[N:15][CH:16]=1)(=[O:10])=[O:9])=[O:6])[CH3:3].[CH3:28][NH2:29].[OH-].[Na+].C(O)(=O)C>O.C(O)C>[CH3:28][NH:29][C:14]1[N:13]=[C:12]([NH:20][C:21]2[CH:26]=[CH:25][CH:24]=[C:23]([CH3:27])[CH:22]=2)[C:11]([S:8]([NH:7][C:5]([NH:4][CH:2]([CH3:3])[CH3:1])=[O:6])(=[O:10])=[O:9])=[CH:16][N:15]=1 |f:2.3|. Reported procedure: N-[[(1-Methylethyl)amino]carbonyl]-4-[(3-methylphenyl)amino]-2-(methylsulfinyl)-5-pyrimidinesulfonamide (1.39 g, 3.38 mmol) was suspended in water (20 mL) and aqueous methylamine (6 mL, 40 wt % in H2O) was added to form a homogeneous solution. The mixture was stirred for five hours at 45° C., then diluted with an equal volume of ethanol and the solvents removed under reduced pressure to give a solid residue. The residue was suspended in water (20 mL) and 1.0N sodium hydroxide was added until the... The reactants are Cl.Cl.Cl.Cl.ClC1=CC=C(CN2CCN(CC2)CCCN2CCN(CC2)CC(C2=CC=CC=C2)C(=O)OCC)C=C1 (1-[4-(4-chlorobenzyl)-1-piperazinyl]-3-[4-(2-ethoxycarbonyl-2-phenylethyl)-1-piperazinyl]propane tetrahydrochloride), [OH-].[Na+] (sodium hydroxide). Solvent: C(C)O (ethanol). Product: Cl.Cl.Cl.Cl.ClC1=CC=C(CN2CCN(CC2)CCCN2CCN(CC2)CC(C2=CC=CC=C2)C(=O)O)C=C1 (1-[4-(4-chlorobenzyl)-1-piperazinyl]-3-[4-(2-carboxy-2-phenylethyl)-1-piperazinyl]propane tetrahydrochloride). Isolated yield 172.0%. Reaction SMILES: [ClH:1].Cl.Cl.Cl.[Cl:5][C:6]1[CH:40]=[CH:39][C:9]([CH2:10][N:11]2[CH2:16][CH2:15][N:14]([CH2:17][CH2:18][CH2:19][N:20]3[CH2:25][CH2:24][N:23]([CH2:26][CH:27]([C:34]([O:36]CC)=[O:35])[C:28]4[CH:33]=[CH:32][CH:31]=[CH:30][CH:29]=4)[CH2:22][CH2:21]3)[CH2:13][CH2:12]2)=[CH:8][CH:7]=1.[OH-].[Na+]>C(O)C>[ClH:5].[ClH:1].[ClH:5].[ClH:5].[Cl:5][C:6]1[CH:7]=[CH:8][C:9]([CH2:10][N:11]2[CH2:16][CH2:15][N:14]([CH2:17][CH2:18][CH2:19][N:20]3[CH2:21][CH2:22][N:23]([CH2:26][CH:27]([C:34]([OH:36])=[O:35])[C:28]4[CH:29]=[CH:30][CH:31]=[CH:32][CH:33]=4)[CH2:24][CH2:25]3)[CH2:13][CH2:12]2)=[CH:39][CH:40]=1 |f:0.1.2.3.4,5.6,8.9.10.11.12|. Procedure: A suspension of 340 mg of 1-[4-(4-chlorobenzyl)-1-piperazinyl]-3-[4-(2-ethoxycarbonyl-2-phenylethyl)-1-piperazinyl]propane tetrahydrochloride in 10 ml of ethanol was treated with 1 ml of aqueous 5M sodium hydroxide and heated under reflux for 1 hour. The reaction mixture was evaporated to dryness under reduced pressure. The residue was mixed with lN hydrochloric acid (3 ml) and the resulting mixture extracted with ether (2×10 ml). The extract was discarded and the pH of aqueous phase adjusted to...